From a dataset of the Open Reaction Database (ORD), a public repository of structured organic reaction records. describe an organic reaction: reactants, conditions, products, and yield The reactants are CCOC(=O)c1c(SC)c(C#N)c(=O)n2ccccc12, C1CCNCC1, CC#N. The product is CCOC(=O)c1c(N2CCCCC2)c(C#N)c(=O)n2ccccc12. Reaction SMILES: [C:1](#[N:2])[c:3]1[c:4]([S:19][CH3:20])[c:5]([C:14](=[O:15])[O:16][CH2:17][CH3:18])[c:6]2[cH:7][cH:8][cH:9][cH:10][n:11]2[c:12]1=[O:13].[CH2:21]1[CH2:22][CH2:23][NH:24][CH2:25][CH2:26]1.[CH3:27][C:28]#[N:29]>>[C:1](#[N:2])[c:3]1[c:4]([N:24]2[CH2:23][CH2:22][CH2:21][CH2:26][CH2:25]2)[c:5]([C:14](=[O:15])[O:16][CH2:17][CH3:18])[c:6]2[cH:7][cH:8][cH:9][cH:10][n:11]2[c:12]1=[O:13]. Starting materials: Cl.CC1CC(NCC1)C(=O)O (4-methyl-2-piperidinecarboxylic acid hydrochloride), C(C1=CC=CC=C1)O (benzyl alcohol), O.C1(=CC=C(C=C1)S(=O)(=O)O)C (p-toluenesulfonic acid monohydrate), O (water), O (water). Solvent: C1=CC=CC=C1 (benzene). Product: C1(=CC=C(C=C1)S(=O)(=O)O)C.C(C1=CC=CC=C1)N1C(CC(CC1)C)C(=O)O (benzyl 4-methyl-2-piperidinecarboxylic p-toluenesulfonate). The yield is 22.0%. Reaction SMILES: Cl.[CH3:2][CH:3]1[CH2:8][CH2:7][NH:6][CH:5]([C:9]([OH:11])=[O:10])[CH2:4]1.[CH2:12](O)[C:13]1[CH:18]=[CH:17][CH:16]=[CH:15][CH:14]=1.O.[C:21]1([CH3:31])[CH:26]=[CH:25][C:24]([S:27]([OH:30])(=[O:29])=[O:28])=[CH:23][CH:22]=1.O>C1C=CC=CC=1>[C:21]1([CH3:31])[CH:22]=[CH:23][C:24]([S:27]([OH:30])(=[O:28])=[O:29])=[CH:25][CH:26]=1.[CH2:12]([N:6]1[CH2:7][CH2:8][CH:3]([CH3:2])[CH2:4][CH:5]1[C:9]([OH:11])=[O:10])[C:13]1[CH:18]=[CH:17][CH:16]=[CH:15][CH:14]=1 |f:0.1,3.4,7.8|. Procedure details: A solution of 20 g (0.112 mole) of 4-methyl-2-piperidinecarboxylic acid hydrochloride, 24 g (0.224 mole) of benzyl alcohol and 25.6 g (0.134 mole) of p-toluenesulfonic acid monohydrate in 100 ml of benzene was refluxed for 5 hours with the continuous removal of water through a Dean-Stark water trap. At the end of this period, the solvent was distilled off, and the residue was washed with ether-n-hexane and recrystallized to give 10 g (22%) of benzyl 4-methyl-2-piperidinecarboxylic p-toluenesulfo... The reactants are C1(CC1)C=1N=C2N(C=CC=C2C(F)(F)F)C1I (2-cyclopropyl-3-iodo-8-(trifluoromethyl)imidazo[1,2-a]pyridine), FC=1C=CC\2=C(OCC3=C(/C2=C(\C#N)/C)C=CC(=C3)C=O)C1 ((E)-2-(3-fluoro-8-formyldibenzo[b,e]oxepin-11(6H)-ylidene)propanenitrile). Product: C1(CC1)C=1N=C2N(C=CC=C2C(F)(F)F)C1C(C1=CC2=C(/C(/C3=C(OC2)C=C(C=C3)F)=C(\C#N)/C)C=C1)O ((E)-2-(8-{[2-cyclopropyl-8-(trifluoromethyl)imidazo[1,2-a]pyridin-3-yl](hydroxy)methyl}-3-fluorodibenzo[b,e]oxepin-11(6H)-ylidene)propanenitrile). Yield: 100.8%. Reaction SMILES: [CH:1]1([C:4]2[N:5]=[C:6]3[C:11]([C:12]([F:15])([F:14])[F:13])=[CH:10][CH:9]=[CH:8][N:7]3[C:16]=2I)[CH2:3][CH2:2]1.[F:18][C:19]1[CH:20]=[CH:21][C:22]2=[C:23]([CH:39]=1)[O:24][CH2:25][C:26]1[CH:36]=[C:35]([CH:37]=[O:38])[CH:34]=[CH:33][C:27]=1/[C:28]/2=[C:29](/[CH3:32])\[C:30]#[N:31]>>[CH:1]1([C:4]2[N:5]=[C:6]3[C:11]([C:12]([F:15])([F:14])[F:13])=[CH:10][CH:9]=[CH:8][N:7]3[C:16]=2[CH:37]([OH:38])[C:35]2[CH:34]=[CH:33][C:27]3/[C:28](=[C:29](/[CH3:32])\[C:30]#[N:31])/[C:22]4[CH:21]=[CH:20][C:19]([F:18])=[CH:39][C:23]=4[O:24][CH2:25][C:26]=3[CH:36]=2)[CH2:3][CH2:2]1. Procedure details: [step 3] Using 2-cyclopropyl-3-iodo-8-(trifluoromethyl)imidazo[1,2-a]pyridine (480 mg, 1.36 mmol) obtained in step 2 and (E)-2-(3-fluoro-8-formyldibenzo[b,e]oxepin-11(6H)-ylidene)propanenitrile (200 mg, 0.68 mmol) obtained in Reference Example 5, and in the same manner as in Reference Example 8A, step 3, (E)-2-(8-{[2-cyclopropyl-8-(trifluoromethyl)imidazo[1,2-a]pyridin-3-yl](hydroxy)methyl}-3-fluorodibenzo[b,e]oxepin-11(6H)-ylidene)propanenitrile (356 mg) was obtained quantitatively. The reactants are [N-]=[N+]=[N-].[Na+] (sodium azide), ClCC1=NN=C(O1)C1=CC=C(C=C1)C1=CC(=CC=C1C)C(=O)NC1CC1 (4′-[5-(chloromethyl)-1,3,4-oxadiazol-2-yl]-N-cyclopropyl-6-methyl-1,1′-biphenyl-3-carboxamide), ClCC1=NN=C(O1)C1=CC=C(C=C1)C1=CC(=CC=C1C)C(=O)NC1CC1 (4′-[5-(chloromethyl)-1,3,4-oxadiazol-2-yl]-N-cyclopropyl-6-methyl-1,1′-biphenyl-3-carboxamide). Run in O (water), CN(C)C=O (DMF), C(C)O (ethanol). The product is N(=[N+]=[N-])CC1=NN=C(O1)C1=CC=C(C=C1)C1=CC(=CC=C1C)C(=O)NC1CC1 (4′-[5-(azidomethyl)-1,3,4-oxadiazol-2-yl]-N-cyclopropyl-6-methyl-1,1′-biphenyl-3-carboxamide). As a reaction SMILES: [N-:1]=[N+:2]=[N-:3].[Na+].Cl[CH2:6][C:7]1[O:11][C:10]([C:12]2[CH:17]=[CH:16][C:15]([C:18]3[C:23]([CH3:24])=[CH:22][CH:21]=[C:20]([C:25]([NH:27][CH:28]4[CH2:30][CH2:29]4)=[O:26])[CH:19]=3)=[CH:14][CH:13]=2)=[N:9][N:8]=1>O.CN(C=O)C.C(O)C>[N:1]([CH2:6][C:7]1[O:11][C:10]([C:12]2[CH:13]=[CH:14][C:15]([C:18]3[C:23]([CH3:24])=[CH:22][CH:21]=[C:20]([C:25]([NH:27][CH:28]4[CH2:29][CH2:30]4)=[O:26])[CH:19]=3)=[CH:16][CH:17]=2)=[N:9][N:8]=1)=[N+:2]=[N-:3] |f:0.1|. Procedure details: A solution of sodium azide (14.8 mg) in water (1.25 ml) was added to 4′-[5-(chloromethyl)-1,3,4-oxadiazol-2-yl]-N-cyclopropyl-6-methyl-1,1′-biphenyl-3-carboxamide (Intermediate 45) (40 mg) in DMF (0.5 ml) and ethanol (2.5 ml) and the mixture heated at reflux for 2 hours. The solvents were evaporated under vacuum and the residue partitioned between water (20 ml) and chloroform (15 ml). The aqueous was extracted with chloroform (15 ml) and the combined organic phases dried (sodium sulphate) and re... Run in C(C)(=O)O (acetic acid). As a reaction SMILES: [CH2:1]([C:12]([C:14]1[CH:19]=[CH:18][C:17]([OH:20])=[CH:16][CH:15]=1)=O)[CH2:2][CH2:3][CH2:4][CH2:5][CH2:6][CH2:7][CH2:8][CH2:9][CH2:10][CH3:11].[H][H]>[Pd].C(O)(=O)C>[CH2:12]([C:14]1[CH:15]=[CH:16][C:17]([OH:20])=[CH:18][CH:19]=1)[CH2:1][CH2:2][CH2:3][CH2:4][CH2:5][CH2:6][CH2:7][CH2:8][CH2:9][CH2:10][CH3:11]. Starting materials: C(CCCCCCCCCC)C(=O)C1=CC=C(C=C1)O (4-hydroxyphenyl undecyl ketone), [H][H] (hydrogen), C(CCCCCCCCCC)C(=O)C1=CC=C(C=C1)O (4-hydroxyphenyl undecyl ketone). Reagents/catalysts: [Pd] (palladium). Procedure: 16.75 g of dodecyl chloride was dropwise added to 7.0 g of phenol and the resulting mixture was subjected to reaction at 90° C. for 30 minutes. And then, 12.0 g of AlCl3 powder was added thereto mixture was further subjected to reaction at 100° C. for 4 hours. The reaction mixture was cooled and added to dilute hydrochloric acid. The resulting mixture was then subjected to extraction with two 50-ml portions of ethyl acetate. To the resulting solution of the reaction product in the ethyl acetate ... Yields the product C(CCCCCCCCCCC)C1=CC=C(C=C1)O (4-dodecylphenol). Reactants: O=C1CC(OC2=C1C=CC(=C2CCC)OCCCOC2=CC=CC=C2)(CCC(=O)OC)CCC(=O)OC (dimethyl 3,4-dihydro-4-oxo-7-(3-phenoxypropoxy)-8-propyl-2H-1-benzopyran-2,2-dipropanoate), [OH-].[Na+] (sodium hydroxide). The solvent is O (water), O (water). Reaction conditions: time 1 hour. Product: O=C1CC(OC2=C1C=CC(=C2CCC)OCCCOC2=CC=CC=C2)(CCC(=O)O)CCC(=O)O (3,4-dihydro-4-oxo-7-(3-phenoxypropoxy)-8-propyl-2H-1-benzopyran-2,2-dipropanoic acid). Yield: 86.9%. Reaction SMILES: [O:1]=[C:2]1[C:7]2[CH:8]=[CH:9][C:10]([O:15][CH2:16][CH2:17][CH2:18][O:19][C:20]3[CH:25]=[CH:24][CH:23]=[CH:22][CH:21]=3)=[C:11]([CH2:12][CH2:13][CH3:14])[C:6]=2[O:5][C:4]([CH2:32][CH2:33][C:34]([O:36]C)=[O:35])([CH2:26][CH2:27][C:28]([O:30]C)=[O:29])[CH2:3]1.[OH-].[Na+]>O>[O:1]=[C:2]1[C:7]2[CH:8]=[CH:9][C:10]([O:15][CH2:16][CH2:17][CH2:18][O:19][C:20]3[CH:21]=[CH:22][CH:23]=[CH:24][CH:25]=3)=[C:11]([CH2:12][CH2:13][CH3:14])[C:6]=2[O:5][C:4]([CH2:32][CH2:33][C:34]([OH:36])=[O:35])([CH2:26][CH2:27][C:28]([OH:30])=[O:29])[CH2:3]1 |f:1.2|. Reported procedure: A mixture of 611 mg (1.19 mmol) of the title product of Example 16, 0.72 ml of 50% aqueous sodium hydroxide, and 11.7 ml of water was stirred at reflux. After one hour, another 2 ml of water was added and the reaction mixture was heated for an additional 2 hours. The mixture was allowed to cool and then partitioned between 75 ml of ethyl acetate and 50 ml of 3N hydrochloric acid. The aqueous layer was further extracted twice with 25 ml aliquots of ethyl acetate. The combined organic extracts wer... Reactants: CCCCP(CCCC)CCCC, O=C(N=NC(=O)N1CCCCC1)N1CCCCC1, O=C1SC(Cc2ccc(O)cc2)C(=O)N1C(c1ccccc1)(c1ccccc1)c1ccccc1, c1ccccc1, OCc1cn2ccccc2n1. Product: O=C1SC(Cc2ccc(OCc3cn4ccccc4n3)cc2)C(=O)N1C(c1ccccc1)(c1ccccc1)c1ccccc1. RXN SMILES: [CH2:46]([P:47]([CH2:48][CH2:49][CH2:50][CH3:51])[CH2:52][CH2:53][CH2:54][CH3:55])[CH2:56][CH2:57][CH3:58].[N:59]([C:60]([N:61]1[CH2:62][CH2:63][CH2:64][CH2:65][CH2:66]1)=[O:67])=[N:68][C:69]([N:70]1[CH2:71][CH2:72][CH2:73][CH2:74][CH2:75]1)=[O:76].[OH:12][c:13]1[cH:14][cH:15][c:16]([CH2:17][CH:18]2[C:19](=[O:43])[N:20]([C:24]([c:25]3[cH:26][cH:27][cH:28][cH:29][cH:30]3)([c:31]3[cH:32][cH:33][cH:34][cH:35][cH:36]3)[c:37]3[cH:38][cH:39][cH:40][cH:41][cH:42]3)[C:21](=[O:23])[S:22]2)[cH:44][cH:45]1.[cH:77]1[cH:78][cH:79][cH:80][cH:81][cH:82]1.[n:1]1[c:2]([CH2:10][OH:11])[cH:3][n:4]2[c:5]1[cH:6][cH:7][cH:8][cH:9]2>>[n:1]1[c:2]([CH2:10][O:11][c:13]2[cH:14][cH:15][c:16]([CH2:17][CH:18]3[C:19](=[O:43])[N:20]([C:24]([c:25]4[cH:26][cH:27][cH:28][cH:29][cH:30]4)([c:31]4[cH:32][cH:33][cH:34][cH:35][cH:36]4)[c:37]4[cH:38][cH:39][cH:40][cH:41][cH:42]4)[C:21](=[O:23])[S:22]3)[cH:44][cH:45]2)[cH:3][n:4]2[c:5]1[cH:6][cH:7][cH:8][cH:9]2. Run at time 2 hour. Procedure: 1.0 g of methoxycarbonylbenzoyl chloride ("A") is added to a solution of 1.5 g of N-(benzo[1,3]dioxol-5-ylmethyl)-2-amino-4,5,6,7-tetrahydrobenzo[b]thiophene-3-carboxamide [obtainable by reacting cyclohexanone with N-benzo[1,3]dioxol-5-ylmethyl-2-cyanoacetamide in the presence of sulphur) in 50 ml of dichloromethane and 2 ml of pyridine and stirring is carried out for 2 hours at room temperature. The solvent is removed and is worked up in the customary manner. 1.3 g of methyl 4-{3-[(benzo[1,3]di... Starting materials: O1COC2=C1C=CC(=C2)CNC(CC#N)=O (N-benzo[1,3]dioxol-5-ylmethyl-2-cyanoacetamide), COC(=O)C1=C(C(=O)Cl)C=CC=C1 (methoxycarbonylbenzoyl chloride), O1COC2=C1C=CC(=C2)CNC(=O)C=2C1=C(SC2N)CCCC1 (N-(benzo[1,3]dioxol-5-ylmethyl)-2-amino-4,5,6,7-tetrahydrobenzo[b]thiophene-3-carboxamide), [S] (sulphur), C1(CCCCC1)=O (cyclohexanone). Solvent: N1=CC=CC=C1 (pyridine), ClCCl (dichloromethane). Product: O1COC2=C1C=CC(=C2)CNC(=O)C=2C1=C(SC2NC(=O)C2=CC=C(C(=O)OC)C=C2)CCCC1 (methyl 4-{3-[(benzo[1,3]dioxol-5-ylmethyl)carbamoyl]-4,5,6,7-tetrahydrobenzo[b]thiophene-2-ylcarbamoyl}benzoate). Reaction SMILES: [CH3:1][O:2][C:3]([C:5]1[CH:13]=[CH:12][CH:11]=[CH:10][C:6]=1C(Cl)=O)=[O:4].[O:14]1[C:18]2[CH:19]=[CH:20][C:21]([CH2:23][NH:24][C:25]([C:27]3[C:28]4[CH2:36][CH2:35][CH2:34][CH2:33][C:29]=4[S:30][C:31]=3[NH2:32])=[O:26])=[CH:22][C:17]=2[O:16][CH2:15]1.[C:37]1(=[O:43])CCCCC1.O1C2C=CC(CNC(=O)CC#N)=CC=2OC1.[S]>ClCCl.N1C=CC=CC=1>[O:14]1[C:18]2[CH:19]=[CH:20][C:21]([CH2:23][NH:24][C:25]([C:27]3[C:28]4[CH2:36][CH2:35][CH2:34][CH2:33][C:29]=4[S:30][C:31]=3[NH:32][C:37]([C:11]3[CH:10]=[CH:6][C:5]([C:3]([O:2][CH3:1])=[O:4])=[CH:13][CH:12]=3)=[O:43])=[O:26])=[CH:22][C:17]=2[O:16][CH2:15]1 |^3:59|.